From a dataset of the Open Reaction Database (ORD), a public repository of structured organic reaction records. describe an organic reaction: reactants, conditions, products, and yield The reactants are N1(CCCCC1)CC=1C=C(OCCCN)C=CC1 (3-[3-(Piperidinomethyl)phenoxy]propylamine), [N+](=O)([O-])NC1=NC=C(C(N1)=O)CC1=CC(N(C=C1)C)=O (2-nitroamino-5-(1-methyl-2-oxopyridin-4-ylmethyl)pyrimidin-4-one), N1=CC=CC=C1 (pyridine). The solvent is C(C)O (ethanol), C(C)O (ethanol). Yields the product N1(CCCCC1)CC=1C=C(OCCCNC2=NC=C(C(N2)=O)CC2=CC(N(C=C2)C)=O)C=CC1 (2-[3-[3-(Piperidinomethyl)phenoxy]propylamino]-5-(1-methyl-2-oxopyridin-4-ylmethyl)pyrimidin-4-one). Reaction SMILES: [N:1]1([CH2:7][C:8]2[CH:9]=[C:10]([CH:16]=[CH:17][CH:18]=2)[O:11][CH2:12][CH2:13][CH2:14][NH2:15])[CH2:6][CH2:5][CH2:4][CH2:3][CH2:2]1.[N+](N[C:23]1[NH:28][C:27](=[O:29])[C:26]([CH2:30][C:31]2[CH:36]=[CH:35][N:34]([CH3:37])[C:33](=[O:38])[CH:32]=2)=[CH:25][N:24]=1)([O-])=O.N1C=CC=CC=1>C(O)C>[N:1]1([CH2:7][C:8]2[CH:9]=[C:10]([CH:16]=[CH:17][CH:18]=2)[O:11][CH2:12][CH2:13][CH2:14][NH:15][C:23]2[NH:28][C:27](=[O:29])[C:26]([CH2:30][C:31]3[CH:36]=[CH:35][N:34]([CH3:37])[C:33](=[O:38])[CH:32]=3)=[CH:25][N:24]=2)[CH2:6][CH2:5][CH2:4][CH2:3][CH2:2]1. Reported procedure: 3-[3-(Piperidinomethyl)phenoxy]propylamine (1.12 g) and 2-nitroamino-5-(1-methyl-2-oxopyridin-4-ylmethyl)pyrimidin-4-one (1.11 g) were refluxed in ethanol (8 ml) for 20 hours. As the reaction was incomplete the ethanol was replaced by pyridine (8 ml) and the solution refluxed for a further 6 hours. The reaction mixture was evaporated under reduced pressure and the residue was subjected to medium pressure chromatography on silica gel (eluting with 10% methanol/90% chloroform) to afford the title ... Starting materials: CCO, N#Cc1cc([N+](=O)[O-])c(F)cc1F, [NH4+], [OH-]. Product: N#Cc1cc([N+](=O)[O-])c(N)cc1F. Reaction SMILES: [CH3:16][CH2:17][OH:18].[F:1][c:2]1[c:3]([C:4]#[N:5])[cH:6][c:7]([N+:11](=[O:12])[O-:13])[c:8]([F:10])[cH:9]1.[NH4+:14].[OH-:15]>>[F:1][c:2]1[c:3]([C:4]#[N:5])[cH:6][c:7]([N+:11](=[O:12])[O-:13])[c:8]([NH2:14])[cH:9]1. Procedure: In analogy to the procedures described fort he preparation of intermediates A-2 [B] and A-2 [C], (rac)-7-bromo-chroman-4-ol prepared from 7-bromo-chroman-4-one with sodium borohydride in ethanol at 60-70° C., was treated with diphenylphosphoryl azide, DBU in toluene to give (rac)-4-azido-7-bromo-chroman, which was subsequently reduced with triphenylphosphine in THF/water to yield the title compound as light yellow oil. MS: 227 (M+, 1Br). Product: N(=[N+]=[N-])C1CCOC2=CC(=CC=C12)Br ((rac)-4-azido-7-bromo-chroman). As a reaction SMILES: [Br:1][C:2]1[CH:11]=[C:10]2[C:5]([CH:6](O)[CH2:7][CH2:8][O:9]2)=[CH:4][CH:3]=1.BrC1C=C2C(C(=O)CCO2)=CC=1.[BH4-].[Na+].C1(P([N:41]=[N+:42]=[N-:43])(C2C=CC=CC=2)=O)C=CC=CC=1.C1CCN2C(=NCCC2)CC1>C(O)C.C1(C)C=CC=CC=1>[N:41]([CH:6]1[C:5]2[C:10](=[CH:11][C:2]([Br:1])=[CH:3][CH:4]=2)[O:9][CH2:8][CH2:7]1)=[N+:42]=[N-:43] |f:2.3|. Starting materials: C1(=CC=CC=C1)P(=O)(C1=CC=CC=C1)N=[N+]=[N-] (diphenylphosphoryl azide), C1CCC2=NCCCN2CC1 (DBU), BrC1=CC=C2C(CCOC2=C1)O ((rac)-7-bromo-chroman-4-ol), BrC1=CC=C2C(CCOC2=C1)=O (7-bromo-chroman-4-one), [BH4-].[Na+] (sodium borohydride). Solvent: C1(=CC=CC=C1)C (toluene), C(C)O (ethanol). Starting materials: [OH-].[Li+] (Lithium hydroxide), Cl (hydrochloric acid), C1(CCCCC1)C(OC1=CC=C(C(=O)OC)C=C1)C1=C(OC(=C1)C)C (methyl 4-[cyclohexyl(2,5-dimethylfuran-3-yl)methoxy]benzoate), O (water). Solvent: CO (methanol), O1CCCC1 (tetrahydrofuran). Conditions: temperature 60 celsius, time 2 hour. Yields the product C1(CCCCC1)C(OC1=CC=C(C(=O)O)C=C1)C1=C(OC(=C1)C)C (4-[cyclohexyl(2,5-dimethylfuran-3-yl)methoxy]benzoic acid). The yield is 61.0%. As a reaction SMILES: [CH:1]1([CH:7]([C:19]2[CH:23]=[C:22]([CH3:24])[O:21][C:20]=2[CH3:25])[O:8][C:9]2[CH:18]=[CH:17][C:12]([C:13]([O:15]C)=[O:14])=[CH:11][CH:10]=2)[CH2:6][CH2:5][CH2:4][CH2:3][CH2:2]1.[OH-].[Li+].O.Cl>CO.O1CCCC1>[CH:1]1([CH:7]([C:19]2[CH:23]=[C:22]([CH3:24])[O:21][C:20]=2[CH3:25])[O:8][C:9]2[CH:10]=[CH:11][C:12]([C:13]([OH:15])=[O:14])=[CH:17][CH:18]=2)[CH2:6][CH2:5][CH2:4][CH2:3][CH2:2]1 |f:1.2|. Procedure: To a solution of cyclohexyl(2,5-dimethylfuran-3-yl)methanol (521 mg) obtained by the above-mentioned reaction and methyl 4-hydroxybenzoate (456 mg) in tetrahydrofuran (20 mL) were added tributylphosphine (1.2 mL) and 1,1′-(azodicarbonyl)dipiperidine (1.2 g), and the mixture was stirred at room temperature overnight. The solvent was evaporated under reduced pressure, and the residue was purified by silica gel column (0% ethyl acetate/hexane to 12% ethyl acetate/hexane) to give methyl 4-[cyclohexy... Reactants: FC1=C(C=CC(=C1)F)C1(C(C(=O)OCC)(F)F)CO1 (ethyl 3-(2,4-difluorophenyl)-3,4-epoxy-2,2-difluorobutyrate), Cl (hydrochloric acid), [OH-].[Na+] (sodium hydroxide), C(C)(=O)OCC (ethyl acetate). Run in C(C)O (ethanol), O (water). Product: FC1=C(C=CC(=C1)F)C1(C(C(=O)O)(F)F)CO1 (3-(2,4-difluorophenyl)-3,4-epoxy-2,2-difluorobutyric acid). The yield is 100.1%. Reaction SMILES: [F:1][C:2]1[CH:7]=[C:6]([F:8])[CH:5]=[CH:4][C:3]=1[C:9]1([O:19][CH2:18]1)[C:10]([F:17])([F:16])[C:11]([O:13]CC)=[O:12].[OH-].[Na+].C(OCC)(=O)C.Cl>C(O)C.O>[F:1][C:2]1[CH:7]=[C:6]([F:8])[CH:5]=[CH:4][C:3]=1[C:9]1([O:19][CH2:18]1)[C:10]([F:17])([F:16])[C:11]([OH:13])=[O:12] |f:1.2|. Procedure: In 11 ml of ethanol was dissolved 1.1 g of ethyl 3-(2,4-difluorophenyl)-3,4-epoxy-2,2-difluorobutyrate. To the resulting solution was dropwise added 4.7 ml of a 1N aqueous sodium hydroxide solution at 5°-10° C. The solution was subjected to reaction at the same temperature for 10 minutes. The reaction mixture was introduced into a mixed solvent consisting of 50 ml of ethyl acetate and 50 ml of water. The resulting solution was adjusted to pH 1.0 with 6N hydrochloric acid. The organic layer was s...